Dataset: the Open Reaction Database (ORD), a public repository of structured organic reaction records. Task: describe an organic reaction: reactants, conditions, products, and yield The reactants are COC=1C(=NC(=NC1Cl)Cl)Cl (5-methoxy-2,4,6-trichloro-pyrimidine), CN1CCOCC1 (N-methyl-morpholine). Solvent: C1=CC=CC=C1 (benzene). The product is O1CCN(CC1)C1=NC(=C(C(=N1)Cl)OC)Cl (2-morpholino-5-methoxy-4,6-dichloro-pyrimidine). RXN SMILES: [CH3:1][O:2][C:3]1[C:4]([Cl:11])=[N:5][C:6](Cl)=[N:7][C:8]=1[Cl:9].C[N:13]1[CH2:18][CH2:17][O:16][CH2:15][CH2:14]1>C1C=CC=CC=1>[O:16]1[CH2:17][CH2:18][N:13]([C:6]2[N:5]=[C:4]([Cl:11])[C:3]([O:2][CH3:1])=[C:8]([Cl:9])[N:7]=2)[CH2:14][CH2:15]1. Reported procedure: 150 parts by volume of benzene, 34 parts of 5-methoxy-2,4,6-trichloro-pyrimidine and 17.7 parts of N-methyl-morpholine are introduced into a reactor. The mixture is heated under reflux for 3 hours, then filtered and the solution is evaporated. The residue obtained is recrystallised from ethanol. 30 parts of 2-morpholino-5-methoxy-4,6-dichloro-pyrimidine of melting point 116°C are thus obtained. Starting materials: solution, S(C)C (Me2S), C(C)(C)(C)C1=CC(=NO1)NC(=O)NC1=CC=C(C=C1)C=1N=C2SC3=C(N2C1)C=CC(=C3)CCC(=O)N3CCN(CC3)CC (N-(5-tert-butyl-isoxazol-3-yl)-N′-(4-{7-[3-(4-ethyl-piperazin-1-yl)-3-oxo-propyl]imidazo[2,1-b][1,3]benzothiazol-2-yl}phenyl)urea). The solvent is C1CCOC1 (THF), C1CCOC1 (THF). Conditions: time 15 minute. Yields the product C(C)(C)(C)C1=CC(=NO1)NC(=O)NC1=CC=C(C=C1)C=1N=C2SC3=C(N2C1)C=CC(=C3)CCCN3CCN(CC3)CC (N-(5-tert-butyl-isoxazol-3-yl)-N′-(4-{7-[3-(4-ethyl-piperazin-1-yl)propyl]imidazo[2,1-b][1,3]benzothiazol-2-yl}phenyl)urea). RXN SMILES: [C:1]([C:5]1[O:9][N:8]=[C:7]([NH:10][C:11]([NH:13][C:14]2[CH:19]=[CH:18][C:17]([C:20]3[N:21]=[C:22]4[N:26]([CH:27]=3)[C:25]3[CH:28]=[CH:29][C:30]([CH2:32][CH2:33][C:34]([N:36]5[CH2:41][CH2:40][N:39]([CH2:42][CH3:43])[CH2:38][CH2:37]5)=O)=[CH:31][C:24]=3[S:23]4)=[CH:16][CH:15]=2)=[O:12])[CH:6]=1)([CH3:4])([CH3:3])[CH3:2].S(C)C>C1COCC1>[C:1]([C:5]1[O:9][N:8]=[C:7]([NH:10][C:11]([NH:13][C:14]2[CH:15]=[CH:16][C:17]([C:20]3[N:21]=[C:22]4[N:26]([CH:27]=3)[C:25]3[CH:28]=[CH:29][C:30]([CH2:32][CH2:33][CH2:34][N:36]5[CH2:41][CH2:40][N:39]([CH2:42][CH3:43])[CH2:38][CH2:37]5)=[CH:31][C:24]=3[S:23]4)=[CH:18][CH:19]=2)=[O:12])[CH:6]=1)([CH3:4])([CH3:2])[CH3:3]. Reported procedure: To a suspension of N-(5-tert-butyl-isoxazol-3-yl)-N′-(4-{7-[3-(4-ethyl-piperazin-1-yl)-3-oxo-propyl]imidazo[2,1-b][1,3]benzothiazol-2-yl}phenyl)urea from Example 12A (0.17 g, 0.28 mmol) in THF (10 mL) at room temperature was added 2.0 M solution of BH3/Me2S in THF (1 mL). The mixture was heated to reflux for 4 hours. The reaction was quenched by dropwise addition of 10% HCl solution and stirred at room temperature for 15 min. The mixture was basified with saturated NaHCO3 solution and was extrac... Starting materials: CC1(CC(CC(C1)=O)=O)C (5,5-Dimethylcyclohexane-1,3-dione), BrCC(=O)C1=CC(=CC=C1)Br (2-bromo-1-(3-bromophenyl)ethanone), C(=O)([O-])[O-].[K+].[K+] (K2CO3). Run in C(Cl)(Cl)Cl (chloroform). Conditions: time 18 hour. Yields the product BrC=1C=C(C=CC1)C(CC1C(CC(CC1=O)(C)C)=O)=O (2-(2-(3-bromophenyl)-2-oxoethyl)-5,5-dimethylcyclohexane-1,3-dione). RXN SMILES: [CH3:1][C:2]1([CH3:10])[CH2:7][C:6](=[O:8])[CH2:5][C:4](=[O:9])[CH2:3]1.Br[CH2:12][C:13]([C:15]1[CH:20]=[CH:19][CH:18]=[C:17]([Br:21])[CH:16]=1)=[O:14].C([O-])([O-])=O.[K+].[K+]>C(Cl)(Cl)Cl>[Br:21][C:17]1[CH:16]=[C:15]([C:13](=[O:14])[CH2:12][CH:5]2[C:6](=[O:8])[CH2:7][C:2]([CH3:10])([CH3:1])[CH2:3][C:4]2=[O:9])[CH:20]=[CH:19][CH:18]=1 |f:2.3.4|. Procedure details: 5,5-Dimethylcyclohexane-1,3-dione (1.4 g, 10 mmol), 2-bromo-1-(3-bromophenyl)ethanone (2.78 g, 10 mmol) and K2CO3 (1.38 g, 10 mmol) were combined in chloroform (40 mL). The mixture was stirred for 18 hr at room temperature whereupon a white precipitate formed. The solid was collected by filtration, suspended in water and acidified to pH 5 using 1M HCl (aq.). The resulting solid was filtered, washed with water and dried in vacuo to afford the title compound. The aqueous filtrate was evaporated an... Starting materials: BrC=1C=C2C(=C(C=NC2=CC1)C(=O)C1CC1)NC=1C=CC(=NC1)N1CC(CC1)N(C(OC(C)(C)C)=O)C (tert-butyl (1-(5-((6-bromo-3-(cyclopropanecarbonyl)quinolin-4-yl)amino)pyridin-2-yl)pyrrolidin-3-yl)(methyl)carbamate), ClC1=C(C(=CC(=C1)B1OC(C(O1)(C)C)(C)C)Cl)O (2,6-dichloro-4-(4,4,5,5-tetramethyl-1,3,2-dioxaborolan-2-yl)phenol). Yields the product C1(CC1)C(=O)C=1C=NC2=CC=C(C=C2C1NC=1C=CC(=NC1)N1CC(CC1)N(C(OC(C)(C)C)=O)C)C1=CC(=C(C(=C1)Cl)O)Cl (tert-butyl (1-(5-((3-(cyclopropanecarbonyl)-6-(3,5-dichloro-4-hydroxyphenyl)quinolin-4-yl)amino)pyridin-2-yl)pyrrolidin-3-yl)(methyl)carbamate). The yield is 80.2%. Reaction SMILES: Br[C:2]1[CH:3]=[C:4]2[C:9](=[CH:10][CH:11]=1)[N:8]=[CH:7][C:6]([C:12]([CH:14]1[CH2:16][CH2:15]1)=[O:13])=[C:5]2[NH:17][C:18]1[CH:19]=[CH:20][C:21]([N:24]2[CH2:28][CH2:27][CH:26]([N:29]([CH3:37])[C:30](=[O:36])[O:31][C:32]([CH3:35])([CH3:34])[CH3:33])[CH2:25]2)=[N:22][CH:23]=1.[Cl:38][C:39]1[CH:44]=[C:43](B2OC(C)(C)C(C)(C)O2)[CH:42]=[C:41]([Cl:54])[C:40]=1[OH:55]>>[CH:14]1([C:12]([C:6]2[CH:7]=[N:8][C:9]3[C:4]([C:5]=2[NH:17][C:18]2[CH:19]=[CH:20][C:21]([N:24]4[CH2:28][CH2:27][CH:26]([N:29]([CH3:37])[C:30](=[O:36])[O:31][C:32]([CH3:33])([CH3:34])[CH3:35])[CH2:25]4)=[N:22][CH:23]=2)=[CH:3][C:2]([C:43]2[CH:44]=[C:39]([Cl:38])[C:40]([OH:55])=[C:41]([Cl:54])[CH:42]=2)=[CH:11][CH:10]=3)=[O:13])[CH2:16][CH2:15]1. Procedure: Following general procedure M, tert-butyl (1-(5-((6-bromo-3-(cyclopropanecarbonyl)quinolin-4-yl)amino)pyridin-2-yl)pyrrolidin-3-yl)(methyl)carbamate (98 mg, 0.173 mmol) was reacted with 2,6-dichloro-4-(4,4,5,5-tetramethyl-1,3,2-dioxaborolan-2-yl)phenol (80 mg, 0.275 mmol) to afford the desired product (90 mg, 80%) as a brown solid. ESI MS m/z 647 [C34H35Cl2N5O4+H]+